Task: describe an organic reaction: reactants, conditions, products, and yield. Dataset: the Open Reaction Database (ORD), a public repository of structured organic reaction records Reactants: FC1=CC=C(C=C1)C1(CC=C(CC1)N1CCN(CC1)C=1N=NC=CC1)C#N (1-(4-fluorophenyl)-4-[4-(3-pyridazinyl)-1-piperazinyl]-3-cyclohexenecarbonitrile), C[O-].[Na+] (sodium methoxide), [BH4-].[Na+] (sodium borohydride). The solvent is CO (methanol). Conditions: time 8 hour. Yields the product FC1=CC=C(C=C1)C1(CCC(CC1)N1CCN(CC1)C=1N=NC=CC1)C#N (1-(4-fluorophenyl)-4-[4-(3-pyridazinyl)-1-piperazinyl]cyclohexanecarbonitrile). The yield is 61.5%. As a reaction SMILES: [F:1][C:2]1[CH:7]=[CH:6][C:5]([C:8]2([C:26]#[N:27])[CH2:13][CH2:12][C:11]([N:14]3[CH2:19][CH2:18][N:17]([C:20]4[N:21]=[N:22][CH:23]=[CH:24][CH:25]=4)[CH2:16][CH2:15]3)=[CH:10][CH2:9]2)=[CH:4][CH:3]=1.C[O-].[Na+].[BH4-].[Na+]>CO>[F:1][C:2]1[CH:7]=[CH:6][C:5]([C:8]2([C:26]#[N:27])[CH2:9][CH2:10][CH:11]([N:14]3[CH2:15][CH2:16][N:17]([C:20]4[N:21]=[N:22][CH:23]=[CH:24][CH:25]=4)[CH2:18][CH2:19]3)[CH2:12][CH2:13]2)=[CH:4][CH:3]=1 |f:1.2,3.4|. Reported procedure: To a stirred mixture of 7.3 parts of 1-(4-fluorophenyl)-4-[4-(3-pyridazinyl)-1-piperazinyl]-3-cyclohexenecarbonitrile, 1 part of sodium methoxide solution 30% and 240 parts of methanol were added portionwise 0.8 parts of sodium borohydride. Upon completion, stirring was continued overnight at room temperature. The reaction mixture was poured onto ice water and the product was extracted with trichloromethane. The extract was dried, filtered and evaporated. The residue was crystallized from 2-prop... Reactants: [N+](=O)([O-])C=1C=C(C=CC1)NC(C1=CC(=CC=C1)C(F)(F)F)=O (N-(3-nitrophenyl)-3-(trifluoromethyl)benzamide), S(=O)([O-])S(=O)[O-].[Na+].[Na+] (sodium hydrosulfite). Solvent: O1CCCC1 (tetrahydrofuran), O (water). Product: NC=1C=C(C=CC1)NC(C1=CC(=CC=C1)C(F)(F)F)=O (N-(3-aminophenyl)-3-(trifluoromethyl)benzamide). The yield is 65.7%. As a reaction SMILES: [N+:1]([C:4]1[CH:5]=[C:6]([NH:10][C:11](=[O:22])[C:12]2[CH:17]=[CH:16][CH:15]=[C:14]([C:18]([F:21])([F:20])[F:19])[CH:13]=2)[CH:7]=[CH:8][CH:9]=1)([O-])=O.S(S([O-])=O)([O-])=O.[Na+].[Na+]>O1CCCC1.O>[NH2:1][C:4]1[CH:5]=[C:6]([NH:10][C:11](=[O:22])[C:12]2[CH:17]=[CH:16][CH:15]=[C:14]([C:18]([F:19])([F:20])[F:21])[CH:13]=2)[CH:7]=[CH:8][CH:9]=1 |f:1.2.3|. Procedure details: To a solution of N-(3-nitrophenyl)-3-(trifluoromethyl)benzamide (30.0 g, 96.7 mmol) in tetrahydrofuran (300 mL) was slowly added with heating under reflux, a solution (500 mL) of sodium hydrosulfite (97.8 g, 562 mmol) in water, and the obtained two-layer solution was vigorously stirred with heating under reflux for 2 days. After cooling the reaction solution to room temperature, the aqueous layer was separated, and extracted with ethyl acetate (150 mL×2). The organic layer separated earlier was ...